The task is: describe an organic reaction: reactants, conditions, products, and yield. This data is from the Open Reaction Database (ORD), a public repository of structured organic reaction records. The reactants are O=C(CCC(=O)O)C1=C(C=CC(=C1)C)OC (4-Keto-γ-(2-methoxy-5-methylphenyl)butyric acid), OS(=O)(=O)O (H2SO4). The reagents and catalysts are [Pd] (Pd/C). The solvent is CC(=O)O (HOAc). Conditions: time 3 hour. Yields the product COC1=C(C=C(C=C1)C)CCCC(=O)O (4-(2-Methoxy-5-methylphenyl)-butyric acid). Isolated yield 64.6%. RXN SMILES: O=[C:2]([C:8]1[CH:13]=[C:12]([CH3:14])[CH:11]=[CH:10][C:9]=1[O:15][CH3:16])[CH2:3][CH2:4][C:5]([OH:7])=[O:6].OS(O)(=O)=O>[Pd].CC(O)=O>[CH3:16][O:15][C:9]1[CH:10]=[CH:11][C:12]([CH3:14])=[CH:13][C:8]=1[CH2:2][CH2:3][CH2:4][C:5]([OH:7])=[O:6]. Procedure: A mixture of 4-Keto-γ-(2-methoxy-5-methylphenyl)butyric acid (123 g, 0.55 mole), HOAc (1.5 L), and H2SO4 (3.2 mL) in the presence of Pd/C catalyst (12.2 g, dry) was hydrogenated under 3 atmospheres H2 pressure for 3 hours at room temperature. The resulting solution was filtered and was evaporated to the volume of 100 mL. Water (1000 mL) was added with stirring. The solid was filtered, dried (in-vacuo), and was recrystallized from ether/hexane to yield 74 g white solid,, (64%); m+ 208. The reactants are CCCCCCc1cccc(-c2nc(I)c(C(=O)N3CCC(N4CCCC4CO)CC3)n2C)c1, OB(O)c1cncnc1. Yields the product CCCCCCc1cccc(-c2nc(-c3cncnc3)c(C(=O)N3CCC(N4CCCC4CO)CC3)n2C)c1. As a reaction SMILES: [CH2:1]([CH2:2][CH2:3][CH2:4][CH2:5][CH3:6])[c:7]1[cH:8][c:9](-[c:13]2[n:14][c:15]([I:34])[c:16]([C:19](=[O:20])[N:21]3[CH2:22][CH2:23][CH:24]([N:27]4[CH:28]([CH2:32][OH:33])[CH2:29][CH2:30][CH2:31]4)[CH2:25][CH2:26]3)[n:17]2[CH3:18])[cH:10][cH:11][cH:12]1.[n:35]1[cH:36][n:37][cH:38][c:39]([B:41]([OH:42])[OH:43])[cH:40]1>>[CH2:1]([CH2:2][CH2:3][CH2:4][CH2:5][CH3:6])[c:7]1[cH:8][c:9](-[c:13]2[n:14][c:15](-[c:39]3[cH:38][n:37][cH:36][n:35][cH:40]3)[c:16]([C:19](=[O:20])[N:21]3[CH2:22][CH2:23][CH:24]([N:27]4[CH:28]([CH2:32][OH:33])[CH2:29][CH2:30][CH2:31]4)[CH2:25][CH2:26]3)[n:17]2[CH3:18])[cH:10][cH:11][cH:12]1.